From a dataset of the Open Reaction Database (ORD), a public repository of structured organic reaction records. describe an organic reaction: reactants, conditions, products, and yield Reactants: CC1=C(SC=C1)C(=CCO)C=1SC=CC1C (3,3-bis-(3-methylthiophen-2-yl)-prop-2-en-1-ol), C(CCC)P(CCCC)CCCC (tributylphosphine), C(C)OC(C(CC1=CC=C(C=C1)O)OCC)=O (2-ethoxy-3-(4-hydroxy-phenyl)-propionic acid ethyl ester), azodicarboxylic dipiperidide. The product is C(C)OC(C(CC1=CC=C(C=C1)OCC=C(C=1SC=CC1C)C=1SC=CC1C)OCC)=O (3-{4-[3,3-Bis-(3-methyl-thiophen-2-yl)-allyloxy]-phenyl}-2-ethoxy-propionic acid ethyl ester). Isolated yield 36.2%. Reaction SMILES: [CH3:1][C:2]1[CH:6]=[CH:5][S:4][C:3]=1[C:7]([C:11]1[S:12][CH:13]=[CH:14][C:15]=1[CH3:16])=[CH:8][CH2:9][OH:10].C(P(CCCC)CCCC)CCC.[CH2:30]([O:32][C:33](=[O:46])[CH:34]([O:43][CH2:44][CH3:45])[CH2:35][C:36]1[CH:41]=[CH:40][C:39](O)=[CH:38][CH:37]=1)[CH3:31]>>[CH2:30]([O:32][C:33](=[O:46])[CH:34]([O:43][CH2:44][CH3:45])[CH2:35][C:36]1[CH:41]=[CH:40][C:39]([O:10][CH2:9][CH:8]=[C:7]([C:11]2[S:12][CH:13]=[CH:14][C:15]=2[CH3:16])[C:3]2[S:4][CH:5]=[CH:6][C:2]=2[CH3:1])=[CH:38][CH:37]=1)[CH3:31]. Reported procedure: Reaction of 3,3-bis-(3-methylthiophen-2-yl)-prop-2-en-1-ol (1.0 mg, 3.99 mmol), tributylphosphine (0.91 g, 4.5 mmol), 2-ethoxy-3-(4-hydroxy-phenyl)-propionic acid ethyl ester (1.07 g, 4.5 mmol) and azodicarboxylic dipiperidide (1.14 g, 4.5 mmol) in an identical manner to example 3 gave the title compound (680 mg, 36%). Starting materials: C(N)([S-])=S.[NH4+] (ammonium dithiocarbamate), BrCC(C(=O)OCC)=O (ethyl bromopyruvate), C(C)O (ethanol), C(C)(=O)OCC (ethyl acetate). Solvent: O (water), O (water). Conditions: time 1 hour. Yields the product C(C)OC(=O)C=1N=C(SC1)S (4-ethoxycarbonyl-2-mercaptothiazole). As a reaction SMILES: [C:1](=[S:4])([S-:3])[NH2:2].[NH4+].Br[CH2:7][C:8](=O)[C:9]([O:11][CH2:12][CH3:13])=[O:10].C(O)C.C(OCC)(=O)C>O>[CH2:12]([O:11][C:9]([C:8]1[N:2]=[C:1]([SH:3])[S:4][CH:7]=1)=[O:10])[CH3:13] |f:0.1|. Procedure: To a solution of ammonium dithiocarbamate ##STR5## (1.10 g) in water (10 ml) were added ethyl bromopyruvate (1.95 g) and ethanol (5 ml) at ice-cooling. After stirring at room temperature for 1 hour, the mixture was poured into a mixture of water and ethyl acetate. The separated organic layer was washed with saturated sodium chloride solution (×2), dried over magnesium sulfate and evaporated under reduced pressure. The residue was subjected to column chromatography on silica gel (eluent: ethyl ac... Reactants: O=Cc1ccc(-c2noc(-c3nnn(-c4ccccc4F)c3-c3ccncc3)n2)cc1, NC1CCC(C(=O)O)C1. Yields the product O=C(O)C1CCC(NCc2ccc(-c3noc(-c4nnn(-c5ccccc5F)c4-c4ccncc4)n3)cc2)C1. RXN SMILES: [F:1][c:2]1[c:3](-[n:8]2[n:9][n:10][c:11](-[c:19]3[n:20][c:21](-[c:24]4[cH:25][cH:26][c:27]([CH:28]=[O:29])[cH:30][cH:31]4)[n:22][o:23]3)[c:12]2-[c:13]2[cH:14][cH:15][n:16][cH:17][cH:18]2)[cH:4][cH:5][cH:6][cH:7]1.[NH2:32][CH:33]1[CH2:34][CH:35]([C:38](=[O:39])[OH:40])[CH2:36][CH2:37]1>>[F:1][c:2]1[c:3](-[n:8]2[n:9][n:10][c:11](-[c:19]3[n:20][c:21](-[c:24]4[cH:25][cH:26][c:27]([CH2:28][NH:32][CH:33]5[CH2:34][CH:35]([C:38](=[O:39])[OH:40])[CH2:36][CH2:37]5)[cH:30][cH:31]4)[n:22][o:23]3)[c:12]2-[c:13]2[cH:14][cH:15][n:16][cH:17][cH:18]2)[cH:4][cH:5][cH:6][cH:7]1.